Dataset: the Open Reaction Database (ORD), a public repository of structured organic reaction records. Task: describe an organic reaction: reactants, conditions, products, and yield Reactants: CCOCC (Ether), C(CC)N[C@@H]1CC=2C=CC=C(C2CC1)O ((S)-6-propylamino-5,6,7,8-tetrahydro-l-naphthalenol), ClC(=O)OCC1=CC=CC=C1 (benzyl chloroformate), C([O-])(O)=O.[Na+] (sodium bicarbonate). Run in O (water). The product is OC1=C2CC[C@@H](CC2=CC=C1)N(C(OCC1=CC=CC=C1)=O)CCC ((S)-N-(1,2,3,4-Tetrahydro-5-hydroxy-2-naphthalenyl)-N-propylcarbamic acid, phenylmethyl ester). Yield: 81.3%. Reaction SMILES: [CH2:1]([NH:4][C@H:5]1[CH2:14][CH2:13][C:12]2[C:11]([OH:15])=[CH:10][CH:9]=[CH:8][C:7]=2[CH2:6]1)[CH2:2][CH3:3].C(=O)(O)[O-].[Na+].Cl[C:22]([O:24][CH2:25][C:26]1[CH:31]=[CH:30][CH:29]=[CH:28][CH:27]=1)=[O:23].CCOCC>O>[OH:15][C:11]1[CH:10]=[CH:9][CH:8]=[C:7]2[C:12]=1[CH2:13][CH2:14][C@H:5]([N:4]([CH2:1][CH2:2][CH3:3])[C:22](=[O:23])[O:24][CH2:25][C:26]1[CH:31]=[CH:30][CH:29]=[CH:28][CH:27]=1)[CH2:6]2 |f:1.2|. Procedure: A stirring suspension of (S)-6-propylamino-5,6,7,8-tetrahydro-l-naphthalenol (7.34 g, 0.0257 mol) in water (100 mL) was cooled in an ice bath and sodium bicarbonate (8.49 g, 0,101 mol) was added. This suspension was stirred for fifteen minutes then benzyl chloroformate (4.50 g, 0.0264 mol) was added dropwise. The mixture was stirred for fifteen minutes and then allowed to come to room temperature. Ether (100 mL) was added and the mixture was stirred overnight. The layers were separated and the a... Starting materials: CC(C)(C)OC(=O)N1CCC(CN)C1, CC#N, CCOC(C)=O, CCN(C(C)C)C(C)C, CCOC(=O)c1cnc(Cl)nc1Cl, O. The product is CCOC(=O)c1cnc(Cl)nc1NCC1CCN(C(=O)OC(C)(C)C)C1. RXN SMILES: [C:14](=[O:15])([O:16][C:17]([CH3:18])([CH3:19])[CH3:20])[N:21]1[CH2:22][CH:23]([CH2:26][NH2:27])[CH2:24][CH2:25]1.[CH3:38][C:39]#[N:40].[CH3:41][CH2:42][O:43][C:44]([CH3:45])=[O:46].[CH:28]([N:29]([CH2:30][CH3:31])[CH:32]([CH3:33])[CH3:34])([CH3:35])[CH3:36].[Cl:1][c:2]1[n:3][cH:4][c:5]([C:9](=[O:10])[O:11][CH2:12][CH3:13])[c:6]([Cl:8])[n:7]1.[OH2:37]>>[Cl:1][c:2]1[n:3][cH:4][c:5]([C:9](=[O:10])[O:11][CH2:12][CH3:13])[c:6]([NH:27][CH2:26][CH:23]2[CH2:22][N:21]([C:14](=[O:15])[O:16][C:17]([CH3:18])([CH3:19])[CH3:20])[CH2:25][CH2:24]2)[n:7]1. Reaction SMILES: [C:30](=[O:31])([OH:32])[O-:33].[CH2:41]([N+:42]([CH2:43][CH3:44])([CH2:45][CH3:46])[CH2:47][CH3:48])[c:49]1[cH:50][cH:51][cH:52][cH:53][cH:54]1.[CH:2]1([CH2:5][N:6]2[CH2:7][CH2:8][CH:9]([c:12]3[n:13][n:14]4[c:15](=[O:29])[nH:16][c:17](-[c:21]5[c:22]([Cl:28])[cH:23][c:24]([Cl:27])[cH:25][cH:26]5)[cH:18][c:19]4[n:20]3)[CH2:10][CH2:11]2)[CH2:3][CH2:4]1.[Cl-:40].[ClH:1].[Na+:34].[P:35]([Cl:36])([Cl:37])([Cl:38])=[O:39]>>[Cl:1][c:15]1[n:14]2[n:13][c:12]([CH:9]3[CH2:8][CH2:7][N:6]([CH2:5][CH:2]4[CH2:3][CH2:4]4)[CH2:11][CH2:10]3)[n:20][c:19]2[cH:18][c:17](-[c:21]2[c:22]([Cl:28])[cH:23][c:24]([Cl:27])[cH:25][cH:26]2)[n:16]1. Starting materials: O=C([O-])O, CC[N+](CC)(CC)Cc1ccccc1, O=c1[nH]c(-c2ccc(Cl)cc2Cl)cc2nc(C3CCN(CC4CC4)CC3)nn12, [Cl-], Cl, [Na+], O=P(Cl)(Cl)Cl. Yields the product Clc1ccc(-c2cc3nc(C4CCN(CC5CC5)CC4)nn3c(Cl)n2)c(Cl)c1. Reactants: C1C(CC2=CC=CC=C12)C(=O)O (indan-2-carboxylic acid), C[C@H]1CN(CCN1)C1=CC=C(C=C1)OC(F)(F)F (3-(S)-methyl-1-(4-trifluoromethoxy-phenyl)-piperazine), COC(=O)C1CC2=CC=CC(=C2C1)S(=O)(=O)Cl (4-chlorosulfonyl-indan-2-carboxylic acid methyl ester). The product is C[C@@H]1N(CCN(C1)C1=CC=C(C=C1)OC(F)(F)F)S(=O)(=O)C1=C2CC(CC2=CC=C1)C(=O)O (4-[2-(S)-Methyl-4-(4-trifluoromethoxy-phenyl)-piperazine-1-sulfonyl]-indan-2-carboxylic acid). As a reaction SMILES: C1C2C(=CC=CC=2)CC1C(O)=O.[CH3:13][C@@H:14]1[NH:19][CH2:18][CH2:17][N:16]([C:20]2[CH:25]=[CH:24][C:23]([O:26][C:27]([F:30])([F:29])[F:28])=[CH:22][CH:21]=2)[CH2:15]1.C[O:32][C:33]([CH:35]1[CH2:43][C:42]2[C:37](=[CH:38][CH:39]=[CH:40][C:41]=2[S:44](Cl)(=[O:46])=[O:45])[CH2:36]1)=[O:34]>>[CH3:13][C@H:14]1[CH2:15][N:16]([C:20]2[CH:21]=[CH:22][C:23]([O:26][C:27]([F:30])([F:28])[F:29])=[CH:24][CH:25]=2)[CH2:17][CH2:18][N:19]1[S:44]([C:41]1[CH:40]=[CH:39][CH:38]=[C:37]2[C:42]=1[CH2:43][CH:35]([C:33]([OH:34])=[O:32])[CH2:36]2)(=[O:46])=[O:45]. Reported procedure: 4-|2-(S)-Methyl-4-(4-trifluoromethoxy-phenyl)-piperazine-1-sulfonyl|-indan-2-carboxylic acid. The compound 4-[2-(S)-Methyl-4-(4-trifluoromethoxy-phenyl)-piperazine-1-sulfonyl]-indan-2-carboxylic acid was prepared from 3-(S)-methyl-1-(4-trifluoromethoxy-phenyl)-piperazine and 4-chlorosulfonyl-indan-2-carboxylic acid methyl ester following the procedure outlined in Example 79. 1H NMR (400 MHz, DMSO-d6): δ 7.65 (d, 1H), 7.53 (d, 1H), 7.38 (t, 1H), 7.18 (d, 2H), 6.98-6.92 (m, 2H), 4.15-4.00 (m, 1H),...